This data is from the Open Reaction Database (ORD), a public repository of structured organic reaction records. The task is: describe an organic reaction: reactants, conditions, products, and yield Starting materials: OC1=C(C(SC1(CCCCCCCC)C)=O)C ((±)-4-Hydroxy-3,5-dimethyl-5-octyl-5-H-thiophen-2-one), S(=O)(=O)(OC)OC (dimethyl sulfate). Product: COC1=C(C(SC1(CCCCCCCC)C)=O)C ((±)-4-Methoxy-3,5-dimethyl-5-octyl-5-H-thiophen-2-one). Yield: 69.3%. As a reaction SMILES: [OH:1][C:2]1[C:6]([CH3:15])([CH2:7][CH2:8][CH2:9][CH2:10][CH2:11][CH2:12][CH2:13][CH3:14])[S:5][C:4](=[O:16])[C:3]=1[CH3:17].S(OC)(O[CH3:22])(=O)=O>>[CH3:22][O:1][C:2]1[C:6]([CH3:15])([CH2:7][CH2:8][CH2:9][CH2:10][CH2:11][CH2:12][CH2:13][CH3:14])[S:5][C:4](=[O:16])[C:3]=1[CH3:17]. Reported procedure: From 34 (40 mg, 0.16 mmol), KH (27 mg, 0.20 mmol, 30% in mineral oil) and dimethyl sulfate (30 μL, 0.31 mmol) following general procedure H was obtained 37 (30 mg, 71%). 1H NMR (300 MHz, CDCl3) δ 0.86 (t, J=7 Hz, 3H), 1.06-1.09 (m, 1H), 1.24 (s, 10H), 1.41-1.48 (m, 1H), 1.55 (s, 3H), 1.71-1.79 (m, 2H), 1.98 (s, 3H), 4.09 (s, 3H); 13C NMR (75 MHz, CDCl3) δ 9.59, 14.1, 22.6, 25.2, 26.5, 29.2, 29.4, 29.6, 31.8, 38.9, 58.7, 59.8, 111.3, 180.2, 195.7. IR (NaCl) 2927, 1676, 1631, 1582 cm−1. Analysis C... Starting materials: CCOC(=O)C(=O)OCC, C[Si](C)(C)[N-][Si](C)(C)C, Cl, O=C(CF)c1ccccc1, [Li+], C1CCOC1. Yields the product CCOC(=O)C(=O)C(F)C(=O)c1ccccc1. As a reaction SMILES: [C:21]([C:22](=[O:23])[O:24][CH2:25][CH3:26])(=[O:27])[O:28][CH2:29][CH3:30].[CH3:1][Si:2]([N-:3][Si:4]([CH3:5])([CH3:6])[CH3:7])([CH3:8])[CH3:9].[ClH:31].[F:11][CH2:12][C:13](=[O:14])[c:15]1[cH:16][cH:17][cH:18][cH:19][cH:20]1.[Li+:10].[O:32]1[CH2:33][CH2:34][CH2:35][CH2:36]1>>[F:11][CH:12]([C:13](=[O:14])[c:15]1[cH:16][cH:17][cH:18][cH:19][cH:20]1)[C:21]([C:22](=[O:23])[O:24][CH2:25][CH3:26])=[O:27]. Starting materials: [N+](=O)([O-])C1=CC=C(C=C1)NC(OC)=O (methyl N-(4-nitrophenyl)-carbamate), NCC=1C=NC=CC1 (3-aminomethyl-pyridine), CN(C)CCCCCCCCCCCC (N,N-dimethyl-n-dodecylamine). Run in C=1(C(=CC=CC1)C)C (xylene). Reaction conditions: time 4 hour. Product: [N+](=O)([O-])C1=CC=C(C=C1)NC(=O)NCC=1C=NC=CC1 (N-(4-nitrophenyl)-N'-(3-pyridylmethyl)-urea). Yield: 80.3%. As a reaction SMILES: [N+:1]([C:4]1[CH:9]=[CH:8][C:7]([NH:10][C:11](=[O:14])OC)=[CH:6][CH:5]=1)([O-:3])=[O:2].[NH2:15][CH2:16][C:17]1[CH:18]=[N:19][CH:20]=[CH:21][CH:22]=1.CN(CCCCCCCCCCCC)C>C1(C)C(C)=CC=CC=1>[N+:1]([C:4]1[CH:5]=[CH:6][C:7]([NH:10][C:11]([NH:15][CH2:16][C:17]2[CH:18]=[N:19][CH:20]=[CH:21][CH:22]=2)=[O:14])=[CH:8][CH:9]=1)([O-:3])=[O:2]. Procedure: 196.13 g (1 mole) of methyl N-(4-nitrophenyl)-carbamate, 108.14 g (1 mole) of 3-aminomethyl-pyridine and 106.7 g (0.5 mole) of N,N-dimethyl-n-dodecylamine are dissolved in 3 liters of xylene. The reaction mixture is refluxed, and the spures of water present are removed from the mixture together with the alcohol formed in a Dean-Stark trap. The end-product starts to separate from the mixture within 15-20 minutes from the beginning of boiling. The mixture is boiled for 4 hours, thereafter the susp... Starting materials: NC1=C2CCCC(C2=C(C=C1)OC)C=1N=CN(C1)C(=O)OC(C)(C)C (tert-butyl 4-(5-amino-8-methoxy-1,2,3,4-tetrahydro-1-naphthalenyl)-1H-imidazole-1-carboxylate), N1=CC=CC=C1 (pyridine), CS(=O)(=O)Cl (methanesulfonyl chloride). The solvent is ClCCl (dichloromethane). Conditions: time 1.5 hour. Product: C(C)(=O)OCC.N (ethyl acetate ammonia), COC=1C=CC(=C2CCCC(C12)C=1N=CN(C1)C(=O)OC(C)(C)C)NS(=O)(=O)C (tert-butyl 4-{8-methoxy-5-[(methylsulfonyl)amino]-1,2,3.4-tetrahydro-1-naphthalenyl}-1H-imidazole-1-carboxylate). Yield: 10.0%. Reaction SMILES: [NH2:1][C:2]1[CH:11]=[CH:10][C:9]([O:12][CH3:13])=[C:8]2[C:3]=1[CH2:4][CH2:5][CH2:6][CH:7]2[C:14]1[N:15]=[CH:16][N:17]([C:19]([O:21][C:22]([CH3:25])([CH3:24])[CH3:23])=[O:20])[CH:18]=1.N1C=CC=C[CH:27]=1.[CH3:32][S:33](Cl)(=[O:35])=[O:34]>ClCCl>[C:19]([O:21][CH2:22][CH3:25])(=[O:20])[CH3:27].[NH3:1].[CH3:13][O:12][C:9]1[CH:10]=[CH:11][C:2]([NH:1][S:33]([CH3:32])(=[O:35])=[O:34])=[C:3]2[C:8]=1[CH:7]([C:14]1[N:15]=[CH:16][N:17]([C:19]([O:21][C:22]([CH3:25])([CH3:24])[CH3:23])=[O:20])[CH:18]=1)[CH2:6][CH2:5][CH2:4]2 |f:4.5|. Procedure details: A solution of Example 26D (0.50 g, 1.5 mmol) in dichloromethane (5 mL) was treated with pyridine (0.34 mL, 4.4 mmol), treated with methanesulfonyl chloride (0.17 mL, 2.2 mmol) and stirred for 1.5 hours. Purification of the mixture on silica gel eluting with ammonia-saturated dichloromethane and then with 10% ethyl acetate/ammonia-saturated dichloromethane provided the desired product which was dried under vacuum.